This data is from the Open Reaction Database (ORD), a public repository of structured organic reaction records. The task is: describe an organic reaction: reactants, conditions, products, and yield Reactants: C1(=CC=CC=C1)C1=NOC(=C1)C(C)=O (1-(3-phenyl-isoxazol-5-yl)-ethanone), N (NH3), Heterocycles, CC=1N=C(SC1C(C)=O)C=1SC=CC1 (1-(4-methyl-2-thiophen-2-yl-thiazol-5-yl)-ethanone). Yields the product C[C@H]1N(CCC1)CCC=1C=C2C=CC(=NC2=CC1)C1=CC(=NO1)C1=CC=CC=C1 (6-{2-[(2R)-2-methyl-pyrrolidin-1-yl]-ethyl}-2-(3-phenyl-isoxazol-5-yl)-quinoline). As a reaction SMILES: [C:1]1([C:7]2[CH:11]=[C:10]([C:12](=O)[CH3:13])[O:9][N:8]=2)[CH:6]=[CH:5][CH:4]=[CH:3][CH:2]=1.[CH3:15][C:16]1[N:17]=[C:18]([C:24]2S[CH:26]=[CH:27][CH:28]=2)S[C:20]=1[C:21](=O)[CH3:22].[NH3:29]>>[CH3:15][C@@H:16]1[CH2:20][CH2:21][CH2:22][N:17]1[CH2:18][CH2:24][C:28]1[CH:2]=[C:1]2[C:7](=[CH:26][CH:27]=1)[N:29]=[C:12]([C:10]1[O:9][N:8]=[C:7]([C:1]3[CH:6]=[CH:5][CH:4]=[CH:3][CH:2]=3)[CH:11]=1)[CH:13]=[CH:6]2. Procedure details: The title compound was prepared using the procedure described in Example 1G substituting 1-(3-phenyl-isoxazol-5-yl)-ethanone (Ohsawa, A. et. al. Heterocycles 1978, 9, pages 1367–1373) for 1-(4-methyl-2-thiophen-2-yl-thiazol-5-yl)-ethanone. 1H NMR (300 MHz, CD3OD) δ 1.18 (d, J=6 Hz, 3H), 1.50 (m, 1H), 1.82 (m, 2H), 2.04 (m, 1H), 2.39 (q, J=6 Hz, 1H), 2.52 (m, 2H), 3.08 (m, 2H), 3.22 (m, 2H), 7.53 (m, 3H), 7.64 (s, 1H), 7.78 (dd, J=9 Hz, J=3 Hz, 1H), 7.85 (s, 1H), 7.99 (m, 2H), 8.10 (dd, J=9 Hz, J...